Dataset: the Open Reaction Database (ORD), a public repository of structured organic reaction records. Task: describe an organic reaction: reactants, conditions, products, and yield The reactants are BrC1=CC(=C(C(=O)OC)C=C1)CBr (Methyl 4-bromo-2-(bromomethyl)benzoate), CN (methanamine). Reaction conditions: temperature 90 celsius. Yields the product BrC=1C=C2CN(C(C2=CC1)=O)C (5-bromo-2-methylisoindolin-1-one). Yield: 99.7%. Reaction SMILES: [Br:1][C:2]1[CH:11]=[CH:10][C:5]([C:6](OC)=[O:7])=[C:4]([CH2:12]Br)[CH:3]=1.[CH3:14][NH2:15]>>[Br:1][C:2]1[CH:3]=[C:4]2[C:5](=[CH:10][CH:11]=1)[C:6](=[O:7])[N:15]([CH3:14])[CH2:12]2. Procedure: Methyl 4-bromo-2-(bromomethyl)benzoate (0.153 g, 0.497 mmol) was suspended in methanamine (2M solution in MeOH, 2.484 mL, 4.97 mmol) and the mixture was heated to reflux (90° C.) for 24 hours. The reaction mixture was cooled, concentrated in vacuo, and dried under high vacuum to give the title compound (0.112 g). 1H NMR (500 MHz, CDCl3) δ ppm 3.19 (s, 3 H), 4.36 (s, 2 H), 7.57-7.62 (m, 2 H), 7.70 (d, J=8.30 Hz, 1 H); ESI-MS m/z [M+H]+ 226.3. The reactants are CCOC(=O)c1nnc(Br)s1, C1CCOC1, [NH4+], [OH-]. Product: NC(=O)c1nnc(Br)s1. Reaction SMILES: [Br:1][c:2]1[n:3][n:4][c:5]([C:7]([O:9][CH2:8][CH3:10])=[O:11])[s:6]1.[CH2:14]1[O:15][CH2:16][CH2:17][CH2:18]1.[NH4+:13].[OH-:12]>>[Br:1][c:2]1[n:3][n:4][c:5]([C:7](=[O:9])[NH2:13])[s:6]1.